Dataset: the Open Reaction Database (ORD), a public repository of structured organic reaction records. Task: describe an organic reaction: reactants, conditions, products, and yield Reaction SMILES: [CH3:24][C:25]#[N:26].[CH3:27][CH2:28][CH2:29][CH2:30][CH2:31][CH2:32][CH3:33].[Li+:21].[OH-:22].[OH2:23].[OH:1][CH:2]([c:3]1[cH:4][c:5]([C:9]([C:10](=[O:11])[O:12][CH3:13])=[CH2:14])[cH:6][cH:7][cH:8]1)[c:15]1[cH:16][cH:17][cH:18][cH:19][cH:20]1>>[OH:1][CH:2]([c:3]1[cH:4][c:5]([C:9]([C:10](=[O:11])[OH:12])=[CH2:14])[cH:6][cH:7][cH:8]1)[c:15]1[cH:16][cH:17][cH:18][cH:19][cH:20]1. Reactants: CC#N, CCCCCCC, [Li+], [OH-], O, C=C(C(=O)OC)c1cccc(C(O)c2ccccc2)c1. Yields the product C=C(C(=O)O)c1cccc(C(O)c2ccccc2)c1. Product: C(C)OC(\C=C(/CBr)\OC1=C(C=CC=C1)Cl)=O ((E)-4-bromo-3-(2-chloro-phenoxy)-but-2-enoic acid ethyl ester). The solvent is ClCCl (dichloromethane). Procedure: To a solution of (E)-3-(2-chloro-phenoxy)-but-2-enoic acid ethyl ester (1880 g, 7.82 mol) in dichloromethane (18.6 L) was added N-bromosuccinimide (1490 g, 8.29 mol) and 2,2′-azobis(2,4-dimethylvaleronitrile) (47 g, 0.188 mol) and the resulting solution heated to reflux for 23 h. The light yellow solution was cooled to room temperature and transferred to an extractor before water (19 L) was added. The biphasic mixture was stirred at room temperature for 1 h. The mixture was separated and the org... Reagents/catalysts: N(=NC(C#N)(CC(C)C)C)C(C#N)(CC(C)C)C (2,2′-azobis(2,4-dimethylvaleronitrile)). The reactants are O (water), C(C)OC(\C=C(/C)\OC1=C(C=CC=C1)Cl)=O ((E)-3-(2-chloro-phenoxy)-but-2-enoic acid ethyl ester), BrN1C(CCC1=O)=O (N-bromosuccinimide). As a reaction SMILES: [CH2:1]([O:3][C:4](=[O:16])/[CH:5]=[C:6](/[O:8][C:9]1[CH:14]=[CH:13][CH:12]=[CH:11][C:10]=1[Cl:15])\[CH3:7])[CH3:2].[Br:17]N1C(=O)CCC1=O.O>ClCCl.N(C(C)(CC(C)C)C#N)=NC(C)(CC(C)C)C#N>[CH2:1]([O:3][C:4](=[O:16])/[CH:5]=[C:6](/[O:8][C:9]1[CH:14]=[CH:13][CH:12]=[CH:11][C:10]=1[Cl:15])\[CH2:7][Br:17])[CH3:2]. The yield is 113.0%. Conditions: time 1 hour.